The task is: describe an organic reaction: reactants, conditions, products, and yield. This data is from the Open Reaction Database (ORD), a public repository of structured organic reaction records. The product is COC(C)C(CS(=O)(=O)Cc1cnc2ccccc2c1)N(O)C=O. As a reaction SMILES: [CH3:1][O:2][CH:3]([CH:4]([CH2:5][S:6](=[O:7])(=[O:8])[CH2:9][c:10]1[cH:11][n:12][c:13]2[cH:14][cH:15][cH:16][cH:17][c:18]2[cH:19]1)[NH:20][OH:21])[CH3:22].[CH3:23][C:24](=[O:25])[O:26][C:27](=[O:28])[CH3:29].[CH:30]([OH:31])=[O:32]>>[CH3:1][O:2][CH:3]([CH:4]([CH2:5][S:6](=[O:7])(=[O:8])[CH2:9][c:10]1[cH:11][n:12][c:13]2[cH:14][cH:15][cH:16][cH:17][c:18]2[cH:19]1)[N:20]([OH:21])[CH:24]=[O:25])[CH3:22]. The reactants are COC(C)C(CS(=O)(=O)Cc1cnc2ccccc2c1)NO, CC(=O)OC(C)=O, O=CO. The reactants are ClC1=C(C(=C(C(=O)OCC)C=C1)F)C(CO[Si](C)(C)C)C(C)(C)C (Ethyl 4-chloro-2-fluoro-3-(1-t-butyltrimethylsilyloxyethyl)benzoate), [F-].C(CCC)[N+](CCCC)(CCCC)CCCC (tetrabutylammonium fluoride), C1CCOC1 (THF). Solvent: CCOCC (ether). Reaction conditions: time 4 hour. Yields the product ClC1=C(C(=C(C(=O)OCC)C=C1)F)C(C)O (ethyl 4-chloro-2-fluoro-3-(1-hydroxyethyl)benzoate). As a reaction SMILES: [Cl:1][C:2]1[CH:12]=[CH:11][C:5]([C:6]([O:8][CH2:9][CH3:10])=[O:7])=[C:4]([F:13])[C:3]=1[CH:14]([C:21](C)(C)C)CO[Si](C)(C)C.[F-].C([N+](CCCC)(CCCC)CCCC)CCC.C1C[O:46]CC1>CCOCC>[Cl:1][C:2]1[CH:12]=[CH:11][C:5]([C:6]([O:8][CH2:9][CH3:10])=[O:7])=[C:4]([F:13])[C:3]=1[CH:14]([OH:46])[CH3:21] |f:1.2|. Procedure: Ethyl 4-chloro-2-fluoro-3-(1-t-butyltrimethylsilyloxyethyl)benzoate (25 g) and tetrabutylammonium fluoride (210 ml of 1.0M solution in THF) were dissolved in THF and stirred for 4 hours at room temperature. The mixture was diluted with ether and washed with water. The organic extract was dried (anhydrous magnesium sulphate) and filtered. The filtrate was evaporated to dryness yielding ethyl 4-chloro-2-fluoro-3-(1-hydroxyethyl)benzoate (16.8 g) as a clear oil, NMR (CDCl3) 1.3(t,3H), 1.5(d,3H), 2.... Starting materials: O=C([O-])[O-], [Na+], [Na+], CN(C)C=O, O=C(NCC(=O)N1CCN(C(=O)c2ccccc2C(F)(F)F)CC1)c1cnc(Cl)cn1, Cl[Pd]Cl, OB(O)c1ccccc1. Yields the product O=C(NCC(=O)N1CCN(C(=O)c2ccccc2C(F)(F)F)CC1)c1cnc(-c2ccccc2)cn1. As a reaction SMILES: [C:1](=[O:2])([O-:3])[O-:4].[Na+:5].[Na+:6].[O:47]=[CH:48][N:49]([CH3:50])[CH3:51].[O:7]=[C:8]([CH2:9][NH:10][C:11](=[O:12])[c:13]1[n:14][cH:15][c:16]([Cl:19])[n:17][cH:18]1)[N:20]1[CH2:21][CH2:22][N:23]([C:26]([c:27]2[c:28]([C:33]([F:34])([F:35])[F:36])[cH:29][cH:30][cH:31][cH:32]2)=[O:37])[CH2:24][CH2:25]1.[Pd:52]([Cl:53])[Cl:54].[c:38]1([B:44]([OH:45])[OH:46])[cH:39][cH:40][cH:41][cH:42][cH:43]1>>[O:7]=[C:8]([CH2:9][NH:10][C:11](=[O:12])[c:13]1[n:14][cH:15][c:16](-[c:38]2[cH:39][cH:40][cH:41][cH:42][cH:43]2)[n:17][cH:18]1)[N:20]1[CH2:21][CH2:22][N:23]([C:26]([c:27]2[c:28]([C:33]([F:34])([F:35])[F:36])[cH:29][cH:30][cH:31][cH:32]2)=[O:37])[CH2:24][CH2:25]1. Starting materials: [Mg] (magnesium), COC1=CC=C(C=C1)CCCBr (3-(4-methoxyphenyl)bromopropane), BrCCCl (1-bromo-2-chloroethane), C=1N=CN2C1C(CCC2)=O (6,7-dihydro-5H-imidazo[1,5-a]pyridin-8-one). Run in C1CCOC1 (THF), C1CCOC1 (THF), C1CCOC1 (THF). Run at temperature 70 celsius, time 2 hour. The product is COC1=CC=C(C=C1)CCCC1(C=2N(CCC1)C=NC2)O (8-[3-(4-Methoxyphenyl)propyl]-5,6,7,8-tetrahydroimidazo[1,5-a]pyridin-8-ol), SiO2. Reaction SMILES: [Mg].[CH3:2][O:3][C:4]1[CH:9]=[CH:8][C:7]([CH2:10][CH2:11][CH2:12]Br)=[CH:6][CH:5]=1.BrCCCl.[CH:18]1[N:19]=[CH:20][N:21]2[CH2:26][CH2:25][CH2:24][C:23](=[O:27])[C:22]=12>C1COCC1>[CH3:2][O:3][C:4]1[CH:9]=[CH:8][C:7]([CH2:10][CH2:11][CH2:12][C:23]2([OH:27])[CH2:24][CH2:25][CH2:26][N:21]3[CH:20]=[N:19][CH:18]=[C:22]23)=[CH:6][CH:5]=1. Procedure: A three-necked flask with dropping funnel and reflux condenser is charged with 285.000 mmol of magnesium turnings in 50 ml of THF. With stirring at an oil bath temperature of 70° C. a solution of 37.100 mmol of 3-(4-methoxyphenyl)bromopropane [57293-19-3] and 28.500 mmol 1-bromo-2-chloroethane in 40 ml of THF is added dropwise over 45 minutes. The mixture is subsequently stirred at 70° C. for 2 hours and then cooled to room temperature and the supernatant solution is transferred using a transfer... Reactants: Cl.ClC1=CC=C(C=C1)NN (4-chlorophenylhydrazine hydrochloride), ClC=1C=C2C(=CN(C2=CC1)CCC=1C=NC(=NC1)C)CCNC (2-(5-chloro-1-(2-(2-methylpyrimidin-5-yl)ethyl)-1H-indol-3-yl)-N-methylethanamine), C(C)OC(CCCNC)OCC (4,4-diethoxy-N-methylbutan-1-amine), C(=O)(C(F)(F)F)O (TFA), BrCCC=1C=NC(=NC1)C (5-(2-bromoethyl)-2-methylpyrimidine), 3,1-(4-chlorophenyl)-1-(2-(2-methylpyrimidin-5-yl)ethyl)hydrazine, C=O (formaldehyde). Solvent: C(C)#N (acetonitrile), C(C)N(CC)CC (triethylamine). Yields the product ClC=1C=C2C3=C(N(C2=CC1)CCC=1C=NC(=NC1)C)CN(CC3)C (6-chloro-2,3,4,9-tetrahydro-2-methyl-9-(2-(2-methylpyrimidin-5-yl)ethyl)-1H-pyrido[3,4-b]indole). As a reaction SMILES: Cl.Cl[C:3]1C=CC(NN)=CC=1.BrCCC1C=NC(C)=NC=1.C(OC(OCC)CCCNC)C.[Cl:33][C:34]1[CH:35]=[C:36]2[C:40](=[CH:41][CH:42]=1)[N:39]([CH2:43][CH2:44][C:45]1[CH:46]=[N:47][C:48]([CH3:51])=[N:49][CH:50]=1)[CH:38]=[C:37]2[CH2:52][CH2:53][NH:54][CH3:55].C=O.C(O)(C(F)(F)F)=O>C(#N)C.C(N(CC)CC)C>[Cl:33][C:34]1[CH:35]=[C:36]2[C:40](=[CH:41][CH:42]=1)[N:39]([CH2:43][CH2:44][C:45]1[CH:50]=[N:49][C:48]([CH3:51])=[N:47][CH:46]=1)[C:38]1[CH2:55][N:54]([CH3:3])[CH2:53][CH2:52][C:37]2=1 |f:0.1|. Reported procedure: The title compound is prepared by following General Methods 1, 3 and 4 using 4-chlorophenylhydrazine hydrochloride, 5-(2-bromoethyl)-2-methylpyrimidine, and triethylamine (General Method 1), 3,1-(4-chlorophenyl)-1-(2-(2-methylpyrimidin-5-yl)ethyl)hydrazine (Example 1) and 4,4-diethoxy-N-methylbutan-1-amine (General Method 3) and 2-(5-chloro-1-(2-(2-methylpyrimidin-5-yl)ethyl)-1H-indol-3-yl)-N-methylethanamine (Example 10), formaldehyde and TFA in acetonitrile (General Method 4). Conditions: temperature 10 celsius, time 15 minute. Procedure: 1-(3-Fluoro-4-methanesulfonyl-phenyl)-propan-2-one (68c) (6.0 g, 26 mmol) is dissolved in dioxan (50 ml) and the solution is cooled to 10° C. at which point the mixture is semi frozen. A solution of bromine (0.9 ml, 17 mmol) in chloroform (2 ml) is added slowly over 30 minutes and the mixture is stirred for an additional 15 minutes in a semi frozen state. The mixture is then allowed to warm to room temperature and the solvent is removed to give a red oil. Ethanol (70 ml) and (1H-pyrazol-3-yl)-th... Starting materials: BrBr (bromine), FC=1C=C(C=CC1S(=O)(=O)C)CC(C)=O (1-(3-Fluoro-4-methanesulfonyl-phenyl)-propan-2-one), C(C)O (Ethanol), N1N=C(C=C1)NC(=S)N ((1H-Pyrazol-3-yl)-thiourea). The solvent is C(Cl)(Cl)Cl (chloroform), O1CCOCC1 (dioxan). Yields the product FC=1C=C(C=CC1S(=O)(=O)C)C1=C(N=C(S1)NC1=NNC=C1)C ([5-(3-Fluoro-4-methanesulfonyl-phenyl)-4-methyl-thiazol-2-yl]-(1H-pyrazol-3-yl)-amine). RXN SMILES: [F:1][C:2]1[CH:3]=[C:4]([CH2:12][C:13](=O)[CH3:14])[CH:5]=[CH:6][C:7]=1[S:8]([CH3:11])(=[O:10])=[O:9].BrBr.C(O)C.[NH:21]1[CH:25]=[CH:24][C:23]([NH:26][C:27]([NH2:29])=[S:28])=[N:22]1>O1CCOCC1.C(Cl)(Cl)Cl>[F:1][C:2]1[CH:3]=[C:4]([C:12]2[S:28][C:27]([NH:26][C:23]3[CH:24]=[CH:25][NH:21][N:22]=3)=[N:29][C:13]=2[CH3:14])[CH:5]=[CH:6][C:7]=1[S:8]([CH3:11])(=[O:10])=[O:9]. Starting materials: NC=1C=NN(C1N1CCC(C(CC1)F)NC(C(F)(F)F)=O)C (N-(1-(4-amino-1-methyl-1H-pyrazol-5-yl)-5-fluoroazepan-4-yl)-2,2,2-trifluoroacetamide), C(C)(C)(C)OC(=O)NC1=C(N=C(S1)C1=NC=CC=C1F)C(=O)O (5-(tert-butoxycarbonylamino)-2-(3-fluoropyridin-2-yl)thiazole-4-carboxylic acid). The product is NC1=C(N=C(S1)C1=NC=CC=C1F)C(=O)NC=1C=NN(C1N1CC[C@@H]([C@H](CC1)F)N)C (5-amino-N-(5-((4S,5S)-4-amino-5-fluoroazepan-1-yl)-1-methyl-1H-pyrazol-4-yl)-2-(3-fluoropyridin-2-yl)thiazole-4-carboxamide). The yield is 72.0%. RXN SMILES: [NH2:1][C:2]1[CH:3]=[N:4][N:5]([CH3:22])[C:6]=1[N:7]1[CH2:13][CH2:12][CH:11]([F:14])[CH:10]([NH:15]C(=O)C(F)(F)F)[CH2:9][CH2:8]1.C(OC([NH:30][C:31]1[S:35][C:34]([C:36]2[C:41]([F:42])=[CH:40][CH:39]=[CH:38][N:37]=2)=[N:33][C:32]=1[C:43](O)=[O:44])=O)(C)(C)C>>[NH2:30][C:31]1[S:35][C:34]([C:36]2[C:41]([F:42])=[CH:40][CH:39]=[CH:38][N:37]=2)=[N:33][C:32]=1[C:43]([NH:1][C:2]1[CH:3]=[N:4][N:5]([CH3:22])[C:6]=1[N:7]1[CH2:13][CH2:12][C@H:11]([F:14])[C@@H:10]([NH2:15])[CH2:9][CH2:8]1)=[O:44]. Reported procedure: Following the procedure for Example 107 starting from N-(1-(4-amino-1-methyl-1H-pyrazol-5-yl)-5-fluoroazepan-4-yl)-2,2,2-trifluoroacetamide and 5-(tert-butoxycarbonylamino)-2-(3-fluoropyridin-2-yl)thiazole-4-carboxylic acid gave 297 as a pale brown solid (424 mg, 72% over 2 steps). 1H NMR (400 MHz, CDCl3) δ 8.70 (s, 1H), 8.39 (dt, J=4.6, 1.4 Hz, 1H), 7.86 (s, 1H), 7.52 (ddd, J=10.8, 8.3, 1.4 Hz, 1H), 7.32-7.26 (m, 1H), 6.32 (s, 2H), 4.51 (dtd, J=47.9, 8.5, 3.6 Hz, 1H), 3.73 (s, 3H), 3.40-3.17 (m...